Dataset: the Open Reaction Database (ORD), a public repository of structured organic reaction records. Task: describe an organic reaction: reactants, conditions, products, and yield Starting materials: C(CCCO)O (1,4-butane diol), 12-tungstophosphoric acid, O (water), monomer, C(CCCO)O (1,4-butane diol). Run in C1CCOC1 (THF), C1CCOC1 (THF). Conditions: time 4 hour. Product: CCCCO[C@@H](CC)CO (PTMG). Reaction SMILES: [OH2:1].[CH2:2](O)[CH2:3][CH2:4][CH2:5][OH:6]>C1COCC1>[CH3:2][CH2:3][CH2:4][CH2:5][O:1][C@H:4]([CH2:5][OH:6])[CH2:3][CH3:2]. Procedure: Polymerization was carried out by using the continuous polymerization device as shown in FIG. 3. First, into a 300 ml of polymerization tank 1 having a stirring means and a reflux condenser was charged 200 g of 12-tungstophosphoric acid having a coordinated water number of 3.5 (H3PW12O40.3.5H2O). 150 g of a monomer mixture containing THF and 1.8 wt. % of 1,4-butane diol was added thereto, and the mixture was stirred. By setting the polymerization tank temperature at 60° C., stirring was continue... The reactants are C1CCOC1, CN(C)CCCNC(=O)c1cccc(-c2ccc(CSCCOc3ccccc3)cc2)c1, CN(C)CCCN, O=C(O)c1ccccc1-c1ccccc1CSCCOc1ccccc1. Yields the product CN(C)CCCNC(=O)c1ccccc1-c1ccccc1CSCCOc1ccccc1. Reaction SMILES: [CH2:66]1[O:67][CH2:68][CH2:69][CH2:70]1.[CH3:1][N:2]([CH2:3][CH2:4][CH2:5][NH:6][C:7]([c:8]1[cH:9][c:10](-[c:11]2[cH:12][cH:13][c:14]([CH2:15][S:16][CH2:17][CH2:18][O:19][c:20]3[cH:21][cH:22][cH:23][cH:24][cH:25]3)[cH:26][cH:27]2)[cH:28][cH:29][cH:30]1)=[O:31])[CH3:32].[CH3:59][N:60]([CH3:61])[CH2:62][CH2:63][CH2:64][NH2:65].[O:33]([c:34]1[cH:35][cH:36][cH:37][cH:38][cH:39]1)[CH2:40][CH2:41][S:42][CH2:43][c:44]1[c:45](-[c:50]2[c:51]([C:56](=[O:57])[OH:58])[cH:52][cH:53][cH:54][cH:55]2)[cH:46][cH:47][cH:48][cH:49]1>>[CH3:1][N:2]([CH2:3][CH2:4][CH2:5][NH:6][C:56]([c:51]1[c:50](-[c:45]2[c:44]([CH2:43][S:42][CH2:41][CH2:40][O:33][c:34]3[cH:35][cH:36][cH:37][cH:38][cH:39]3)[cH:49][cH:48][cH:47][cH:46]2)[cH:55][cH:54][cH:53][cH:52]1)=[O:57])[CH3:32]. The reactants are N1(CCCCC1)S(=O)(=O)C1=CC=C(C=C1)C=1NC(C(C(=O)O)=CC1)=O (6-[4-(1-piperidinylsulfonyl)phenyl]-1,2-dihydro-2-oxonicotinic acid), S(=O)(Cl)Cl (thionyl chloride), C(Cl)Cl (methylene chloride), C[Si](C)(C)Cl (trimethylsilyl chloride). Run in C(C)N(CC)CC (triethylamine). Product: N1(CCCCC1)S(=O)(=O)C1=CC=C(C=C1)C=1NC(C(CCl)=CC1)=O (6-[4-(1-piperidinylsulfonyl)phenyl]-1,2-dihydro-2-oxonicotinyl chloride). As a reaction SMILES: [N:1]1([S:7]([C:10]2[CH:15]=[CH:14][C:13]([C:16]3[NH:17][C:18](=[O:25])[C:19](=[CH:23][CH:24]=3)[C:20](O)=O)=[CH:12][CH:11]=2)(=[O:9])=[O:8])[CH2:6][CH2:5][CH2:4][CH2:3][CH2:2]1.C(Cl)[Cl:27].C[Si](Cl)(C)C.S(Cl)(Cl)=O>C(N(CC)CC)C>[N:1]1([S:7]([C:10]2[CH:15]=[CH:14][C:13]([C:16]3[NH:17][C:18](=[O:25])[C:19](=[CH:23][CH:24]=3)[CH2:20][Cl:27])=[CH:12][CH:11]=2)(=[O:9])=[O:8])[CH2:6][CH2:5][CH2:4][CH2:3][CH2:2]1. Procedure details: From 5.0 g. of 6-[4-(1-piperidinylsulfonyl)phenyl]-1,2-dihydro-2-oxonicotinic acid in 150 ml. of methylene chloride, 2.0 ml. of triethylamine, 1.75 ml. of trimethylsilyl chloride and 2.0 ml. of thionyl chloride, following the procedure of a) above, there is obtained 6-[4-(1-piperidinylsulfonyl)phenyl]-1,2-dihydro-2-oxonicotinyl chloride. Starting materials: CS(=O)(=O)Cl (Methanesulfonyl chloride), Cl (hydrochloric acid), ClCCl (dichloromethane), C(CC)[C@@H]1CC[C@H](CC1)CC[C@@H]1CC[C@H](CC1)CO (trans-4-(2-(trans-4-propylcyclohexyl)ethyl)cyclohexyl methanol). The reagents and catalysts are CN(C)C1=CC=NC=C1 (4-(N,N-dimethylamino)pyridine). Run in N1=CC=CC=C1 (pyridine). Reaction conditions: time 16 hour. The product is CS(=O)(=O)OC[C@@H]1CC[C@H](CC1)CC[C@@H]1CC[C@H](CC1)CCC ((trans-4-(2-(trans-4-propylcyclohexyl)ethyl)cyclohexyl)methyl methanesulfonate). Reaction SMILES: [CH3:1][S:2](Cl)(=[O:4])=[O:3].ClCCl.[CH2:9]([C@H:12]1[CH2:17][CH2:16][C@H:15]([CH2:18][CH2:19][C@H:20]2[CH2:25][CH2:24][C@H:23]([CH2:26][OH:27])[CH2:22][CH2:21]2)[CH2:14][CH2:13]1)[CH2:10][CH3:11].Cl>CN(C1C=CN=CC=1)C.N1C=CC=CC=1>[CH3:1][S:2]([O:27][CH2:26][C@H:23]1[CH2:22][CH2:21][C@H:20]([CH2:19][CH2:18][C@H:15]2[CH2:16][CH2:17][C@H:12]([CH2:9][CH2:10][CH3:11])[CH2:13][CH2:14]2)[CH2:25][CH2:24]1)(=[O:4])=[O:3]. Reported procedure: Methanesulfonyl chloride (15.0 mL) was added by titration under water-cooling conditions to dichloromethane solution (200 mL) of trans-4-(2-(trans-4-propylcyclohexyl)ethyl)cyclohexyl methanol (47.3 g), and then pyridine (17.0 mL) was also added by titration, with the temperature maintained. After being cooled down to room temperature, 4-(N,N-dimethylamino)pyridine (2.6 g) was added, and the resultant was stirred continuously at room temperature for 16 hours. After the reaction was halted by addi... The reactants are COc1ccc(C2Sc3ccccc3NC(=O)C2O)cc1, O=C(Cl)c1ccc([N+](=O)[O-])cc1Cl, c1ccncc1. The product is COc1ccc(C2Sc3ccccc3NC(=O)C2OC(=O)c2ccc([N+](=O)[O-])cc2Cl)cc1. As a reaction SMILES: [CH3:1][O:2][c:3]1[cH:4][cH:5][c:6]([CH:9]2[S:10][c:11]3[c:12]([cH:18][cH:19][cH:20][cH:21]3)[NH:13][C:14](=[O:17])[CH:15]2[OH:16])[cH:7][cH:8]1.[Cl:22][c:23]1[c:24]([C:25](=[O:26])[Cl:27])[cH:28][cH:29][c:30]([N+:32](=[O:33])[O-:34])[cH:31]1.[cH:35]1[cH:36][cH:37][n:38][cH:39][cH:40]1>>[CH3:1][O:2][c:3]1[cH:4][cH:5][c:6]([CH:9]2[S:10][c:11]3[c:12]([cH:18][cH:19][cH:20][cH:21]3)[NH:13][C:14](=[O:17])[CH:15]2[O:16][C:25]([c:24]2[c:23]([Cl:22])[cH:31][c:30]([N+:32](=[O:33])[O-:34])[cH:29][cH:28]2)=[O:26])[cH:7][cH:8]1. The reactants are CC(C)(C)OC(=O)N1CCC(CO)(C2CCCCC2)CC1, ClCCl, C[N+]1([O-])CCOCC1, CCC[N+](CCC)(CCC)CCC, O=[Ru](=O)(=O)[O-]. Product: CC(C)(C)OC(=O)N1CCC(C=O)(C2CCCCC2)CC1. Reaction SMILES: [C:1]([CH3:2])([CH3:3])([CH3:4])[O:5][C:6](=[O:7])[N:8]1[CH2:9][CH2:10][C:11]([CH2:14][OH:15])([CH:16]2[CH2:17][CH2:18][CH2:19][CH2:20][CH2:21]2)[CH2:12][CH2:13]1.[CH2:30]([Cl:31])[Cl:32].[CH3:22][N+:23]1([O-:24])[CH2:25][CH2:26][O:27][CH2:28][CH2:29]1.[CH3:38][CH2:39][CH2:40][N+:41]([CH2:42][CH2:43][CH3:44])([CH2:45][CH2:46][CH3:47])[CH2:48][CH2:49][CH3:50].[O-:33][Ru:34](=[O:35])(=[O:36])=[O:37]>>[C:1]([CH3:2])([CH3:3])([CH3:4])[O:5][C:6](=[O:7])[N:8]1[CH2:9][CH2:10][C:11]([CH:14]=[O:15])([CH:16]2[CH2:17][CH2:18][CH2:19][CH2:20][CH2:21]2)[CH2:12][CH2:13]1.